From a dataset of the Open Reaction Database (ORD), a public repository of structured organic reaction records. describe an organic reaction: reactants, conditions, products, and yield The reactants are COC1=CC=C(C=C1)C=1C=C2C=CC=CN2C1 (2-(4-methoxy phenyl) indolizine), P(=O)(Cl)(Cl)Cl (phosphorus oxychloride), CN(C)C=O (DMF), CN(C)C=O (DMF), [OH-].[Na+] (sodium hydroxide), ice. Conditions: temperature 55 celsius, time 40 minute. Yields the product COC1=CC=C(C=C1)C=1C=C2C=CC=CN2C1C=O (2-(4-methoxyphenyl)-3-indolizine carboxaldehyde). As a reaction SMILES: [CH3:1][O:2][C:3]1[CH:8]=[CH:7][C:6]([C:9]2[CH:10]=[C:11]3[N:16]([CH:17]=2)[CH:15]=[CH:14][CH:13]=[CH:12]3)=[CH:5][CH:4]=1.P(Cl)(Cl)(Cl)=O.[OH-].[Na+].CN([CH:28]=[O:29])C>>[CH3:1][O:2][C:3]1[CH:4]=[CH:5][C:6]([C:9]2[CH:10]=[C:11]3[N:16]([C:17]=2[CH:28]=[O:29])[CH:15]=[CH:14][CH:13]=[CH:12]3)=[CH:7][CH:8]=1 |f:2.3|. Procedure: A slurry of 20 g of 2-(4-methoxy phenyl) indolizine in 35 ml of DMF was added to a solution of 10 ml of phosphorus oxychloride in 30 ml of DMF at 10°-20° C. After the reaction solution was stirred at 40° for 40 min., it was added to 200 g of ice. 120 g of 25 percent sodium hydroxide solution was added and the resulting mixture was heated to 55° C., cooled, and filtered. The air-dried product weighed 23 g. Starting materials: NCC#CCNC(CCCCC(C1=CC=C(C=C1)F)C1=CC=C(C=C1)F)=O (6,6-bis-(4-fluoro-phenyl)-hexanoic acid (4-amino-but-2-ynyl)-amide), ClC1=CC=C(C(=O)O)C=C1 (4-chlorobenzoic acid), C(CCl)Cl (EDC). The reagents and catalysts are CN(C)C=1C=CN=CC1 (DMAP). Solvent: C(Cl)Cl (CH2Cl2). Conditions: time 8 hour. Yields the product FC1=CC=C(C=C1)C(CCCCC(=O)NCC#CCNC(C1=CC=C(C=C1)Cl)=O)C1=CC=C(C=C1)F (N-{4-[6,6-bis-(4-fluoro-phenyl)-hexanoylamino]-but-2-ynyl}-4-chloro-benzamide). Reaction SMILES: [NH2:1][CH2:2][C:3]#[C:4][CH2:5][NH:6][C:7](=[O:27])[CH2:8][CH2:9][CH2:10][CH2:11][CH:12]([C:20]1[CH:25]=[CH:24][C:23]([F:26])=[CH:22][CH:21]=1)[C:13]1[CH:18]=[CH:17][C:16]([F:19])=[CH:15][CH:14]=1.[Cl:28][C:29]1[CH:37]=[CH:36][C:32]([C:33](O)=[O:34])=[CH:31][CH:30]=1.C(Cl)CCl>C(Cl)Cl.CN(C1C=CN=CC=1)C>[F:19][C:16]1[CH:17]=[CH:18][C:13]([CH:12]([C:20]2[CH:25]=[CH:24][C:23]([F:26])=[CH:22][CH:21]=2)[CH2:11][CH2:10][CH2:9][CH2:8][C:7]([NH:6][CH2:5][C:4]#[C:3][CH2:2][NH:1][C:33](=[O:34])[C:32]2[CH:36]=[CH:37][C:29]([Cl:28])=[CH:30][CH:31]=2)=[O:27])=[CH:14][CH:15]=1. Procedure details: To a solution of 6,6-bis-(4-fluoro-phenyl)-hexanoic acid (4-amino-but-2-ynyl)-amide (0.69 g, 1.86 mmol) in dry CH2Cl2 (40 ml) was added 4-chlorobenzoic acid (0.29 g, 1.86 mmol) under nitrogen. To the reaction was added EDC (0.71 g, 3.72 mmol) and DMAP (cat) and the reaction mixture stirred under nitrogen at room temperature overnight. The reaction was then concentrated under reduced pressure. The residue dissolved in ethyl acetate: water (10:1) (150 ml). The organic was washed with water (30 ml,... Starting materials: CC(C)=O, Cl, [Na+], [OH-], c1ccc(C2(N3CCC3)CCC3(CC2)OCCO3)cc1. Yields the product O=C1CCC(c2ccccc2)(N2CCC2)CC1. Reaction SMILES: [CH3:24][C:25](=[O:26])[CH3:27].[ClH:1].[Na+:23].[OH-:22].[c:2]1([C:8]2([N:18]3[CH2:19][CH2:20][CH2:21]3)[CH2:9][CH2:10][C:11]3([O:12][CH2:15][CH2:14][O:13]3)[CH2:16][CH2:17]2)[cH:3][cH:4][cH:5][cH:6][cH:7]1>>[c:2]1([C:8]2([N:18]3[CH2:19][CH2:20][CH2:21]3)[CH2:9][CH2:10][C:11](=[O:12])[CH2:16][CH2:17]2)[cH:3][cH:4][cH:5][cH:6][cH:7]1. Reagents/catalysts: [Ru](=O)(=O)(=O)[O-].C(CC)[N+](CCC)(CCC)CCC (tetrapropylammonium perruthenate). Reaction conditions: time 8 hour. The solvent is C(Cl)Cl (CH2Cl2). Reactants: C(C1=CC=CC=C1)C1=CC=C(C=C1)NC1=C(C=NC2=CC=C(C=C12)Cl)CO ((4-(4-benzylphenylamino)-6-chloroquinolin-3-yl)methanol), C[N+]1(CCOCC1)[O-] (4-Methylmorpholine N-oxide). RXN SMILES: [CH2:1]([C:8]1[CH:13]=[CH:12][C:11]([NH:14][C:15]2[C:24]3[C:19](=[CH:20][CH:21]=[C:22]([Cl:25])[CH:23]=3)[N:18]=[CH:17][C:16]=2[CH2:26][OH:27])=[CH:10][CH:9]=1)[C:2]1[CH:7]=[CH:6][CH:5]=[CH:4][CH:3]=1.C[N+]1([O-])CCOCC1>C(Cl)Cl.[Ru]([O-])(=O)(=O)=O.C([N+](CCC)(CCC)CCC)CC>[CH2:1]([C:8]1[CH:13]=[CH:12][C:11]([NH:14][C:15]2[C:24]3[C:19](=[CH:20][CH:21]=[C:22]([Cl:25])[CH:23]=3)[N:18]=[CH:17][C:16]=2[CH:26]=[O:27])=[CH:10][CH:9]=1)[C:2]1[CH:7]=[CH:6][CH:5]=[CH:4][CH:3]=1 |f:3.4|. Product: C(C1=CC=CC=C1)C1=CC=C(C=C1)NC1=C(C=NC2=CC=C(C=C12)Cl)C=O (4-(4-benzylphenylamino)-6-chloroquinoline-3-carbaldehyde). Procedure: To a solution of (4-(4-benzylphenylamino)-6-chloroquinolin-3-yl)methanol (800 mg, 2.1 mmol) in CH2Cl2 (9 mL) was added 4-Methylmorpholine N-oxide (377 mg, 3.2 mmol) and tetrapropylammonium perruthenate at room temperature and stirred for overnight. The reaction mixture was filtered and concentrated. The crude product was used without further purification. MS m/z: 373.28 (M+1). Starting materials: CC(C)(C)N, O=C([O-])[O-], CN(C)C=O, CC(=O)c1ccccc1OCCCCl, [K+], [K+], O. Yields the product CC(=O)c1ccccc1OCCCNC(C)(C)C. RXN SMILES: [C:15]([CH3:16])([CH3:17])([CH3:18])[NH2:19].[C:20](=[O:21])([O-:22])[O-:23].[CH3:26][N:27]([CH3:28])[CH:29]=[O:30].[Cl:1][CH2:2][CH2:3][CH2:4][O:5][c:6]1[c:7]([C:12]([CH3:13])=[O:14])[cH:8][cH:9][cH:10][cH:11]1.[K+:24].[K+:25].[OH2:31]>>[CH2:2]([CH2:3][CH2:4][O:5][c:6]1[c:7]([C:12]([CH3:13])=[O:14])[cH:8][cH:9][cH:10][cH:11]1)[NH:19][C:15]([CH3:16])([CH3:17])[CH3:18].